This data is from the Open Reaction Database (ORD), a public repository of structured organic reaction records. The task is: describe an organic reaction: reactants, conditions, products, and yield Starting materials: OC(CC(=O)O)(CCC)CCC1=CC=CC=C1 (3-hydroxy-3-(2′-phenylethyl)hexanoic acid), [OH-].[Na+] (sodium hydroxide), Cl (hydrochloric acid). Run in CCCCCCCCC (nonane). Run at temperature 155 celsius, time 2 hour. Yields the product C1(=CC=CC=C1)CCC(CCC)=O (1-phenylhexan-3-one). Reaction SMILES: [OH-].[Na+].[OH:3][C:4]([CH2:12][CH2:13][C:14]1[CH:19]=[CH:18][CH:17]=[CH:16][CH:15]=1)([CH2:9][CH2:10][CH3:11])CC(O)=O.Cl>CCCCCCCCC>[C:14]1([CH2:13][CH2:12][C:4](=[O:3])[CH2:9][CH2:10][CH3:11])[CH:19]=[CH:18][CH:17]=[CH:16][CH:15]=1 |f:0.1|. Reported procedure: 6.8 g of sodium hydroxide prills (170 mmol) in 100 ml of a nonane fraction (b.p.: 148-153° C.) were initially introduced at room temperature into a three-necked flask having a reflux condenser, internal thermometer and stirrer. After 20 g of 3-hydroxy-3-(2′-phenylethyl)hexanoic acid (85 mmol), prepared according to K. S. Fors, J. R. Gage, R. F. Heier, R. C. Kelly, W. R. Perrault and N. Wicnienski, J. ORG. CHEM. 63, 7348 (1998), had been added, the mixture was heated to 155° C., a clear solution ... Starting materials: N#CC=1C=CC=2C=CC(=NC2C1)C. Reagents/catalysts: N=1C=CC(=CC1C=2N=CC=C(C2)C(C)(C)C)C(C)(C)C, O1B(OC(C)(C)C1(C)C)B2OC(C)(C)C(O2)(C)C, C[OH2+].C[OH2+].C1CC=CCCC=C1.C1CC=CCCC=C1.[Ir].[Ir]. Solvent: O(C)C(C)(C)C. Conditions: temperature 100 celsius, time 0.25 hour. Product: N#CC=1C=CC2=C(N=C(C=C2B3OC(C)(C)C(O3)(C)C)C)C1. Yield: 78.0%. Procedure details: Application  of  general  procedure  A(but  with  a  reaction  time  of  0.25  hours)with 2-methylquinoline-7-carbonitrile (168 mg, 1.00mmol) afforded a mixture of 2 monoborylated and 1 bisborylated product in an 82:9:9ratio, as determined by GC-MS. Starting materials: CCOC(=O)C(C)(C)Oc1ccc(O)cc1C, CCCCP(CCCC)CCCC, OCc1c(C(F)(F)F)cc(-c2ccc(OC(F)(F)F)cc2)nc1CC1CC1. Product: CCOC(=O)C(C)(C)Oc1ccc(OCc2c(C(F)(F)F)cc(-c3ccc(OC(F)(F)F)cc3)nc2CC2CC2)cc1C. RXN SMILES: [CH2:1]([CH3:2])[O:3][C:4]([C:5]([CH3:6])([CH3:7])[O:8][c:9]1[c:10]([CH3:16])[cH:11][c:12]([OH:15])[cH:13][cH:14]1)=[O:17].[CH2:45]([P:46]([CH2:47][CH2:48][CH2:49][CH3:50])[CH2:51][CH2:52][CH2:53][CH3:54])[CH2:55][CH2:56][CH3:57].[CH:18]1([CH2:21][c:22]2[n:23][c:24](-[c:34]3[cH:35][cH:36][c:37]([O:40][C:41]([F:42])([F:43])[F:44])[cH:38][cH:39]3)[cH:25][c:26]([C:30]([F:31])([F:32])[F:33])[c:27]2[CH2:28][OH:29])[CH2:19][CH2:20]1>>[CH2:1]([CH3:2])[O:3][C:4]([C:5]([CH3:6])([CH3:7])[O:8][c:9]1[c:10]([CH3:16])[cH:11][c:12]([O:15][CH2:28][c:27]2[c:22]([CH2:21][CH:18]3[CH2:19][CH2:20]3)[n:23][c:24](-[c:34]3[cH:35][cH:36][c:37]([O:40][C:41]([F:42])([F:43])[F:44])[cH:38][cH:39]3)[cH:25][c:26]2[C:30]([F:31])([F:32])[F:33])[cH:13][cH:14]1)=[O:17]. The reactants are NC1=CC=C(C=C1)C=1C(NC(NN1)=O)C (6-(4-aminophenyl)-5-methyl-4,5-dihydro-1,2,4-triazin-3(2H)-one), C(C1=CC=CO1)=O (furfural), CN(C)C=O (DMF), C1=CC=CC=C1 (benzene). Solvent: O (water). Conditions: time 3 hour. Product: O1C(=CC=C1)C=NC1=CC=C(C=C1)C=1C(NC(NN1)=O)C (6-[4-(2-furylmethylenamino)phenyl]-5-methyl-4,5-dihydro-1,2,4-triazin-3(2H)-one). The yield is 89.3%. RXN SMILES: [NH2:1][C:2]1[CH:7]=[CH:6][C:5]([C:8]2[CH:9]([CH3:15])[NH:10][C:11](=[O:14])[NH:12][N:13]=2)=[CH:4][CH:3]=1.[CH:16](=O)[C:17]1[O:21][CH:20]=[CH:19][CH:18]=1.CN(C=O)C.C1C=CC=CC=1>O>[O:21]1[CH:20]=[CH:19][CH:18]=[C:17]1[CH:16]=[N:1][C:2]1[CH:3]=[CH:4][C:5]([C:8]2[CH:9]([CH3:15])[NH:10][C:11](=[O:14])[NH:12][N:13]=2)=[CH:6][CH:7]=1. Reported procedure: A mixture of 6-(4-aminophenyl)-5-methyl-4,5-dihydro-1,2,4-triazin-3(2H)-one (2 g), furfural (1.41 g), DMF (25 ml) and benzene (25 ml) was refluxed in an apparatus equipped with a Dean-Stark water separator for 3 hours. The reaction mixture was evaporated in vacuo and the resultant residue was triturated with diethyl ether to give 6-[4-(2-furylmethylenamino)phenyl]-5-methyl-4,5-dihydro-1,2,4-triazin-3(2H)-one (2.47 g). The reactants are CC(C)(C)OC(=O)c1c(-c2ccccc2)csc1NC(=O)CCCCC(=O)O, COC(=O)c1cc(Cl)ccc1N. The product is COC(=O)c1cc(Cl)ccc1NC(=O)CCCCC(=O)Nc1scc(-c2ccccc2)c1C(=O)OC(C)(C)C. As a reaction SMILES: [C:13]([CH3:14])([CH3:15])([CH3:16])[O:17][C:18](=[O:19])[c:20]1[c:21]([NH:31][C:32]([CH2:33][CH2:34][CH2:35][CH2:36][C:37](=[O:38])[OH:39])=[O:40])[s:22][cH:23][c:24]1-[c:25]1[cH:26][cH:27][cH:28][cH:29][cH:30]1.[NH2:1][c:2]1[c:3]([C:4](=[O:5])[O:6][CH3:7])[cH:8][c:9]([Cl:12])[cH:10][cH:11]1>>[NH:1]([c:2]1[c:3]([C:4](=[O:5])[O:6][CH3:7])[cH:8][c:9]([Cl:12])[cH:10][cH:11]1)[C:37]([CH2:36][CH2:35][CH2:34][CH2:33][C:32]([NH:31][c:21]1[c:20]([C:18]([O:17][C:13]([CH3:14])([CH3:15])[CH3:16])=[O:19])[c:24](-[c:25]2[cH:26][cH:27][cH:28][cH:29][cH:30]2)[cH:23][s:22]1)=[O:40])=[O:38]. The reactants are ClC1=NC2=CC=C(C=C2C(=N1)N)OC1=C(C=C(C=C1)F)F (2-Chloro-6-(2,4-difluoro-phenoxy)-quinazolin-4-ylamine), NC(CO)(CO)CC (2-amino-2-ethyl-1,3-propanediol), O (water). Run in CN1CCCC1=O (NMP). Yields the product FC1=C(OC=2C=C3C=NC(=NC3=CC2)NC(CO)(CO)CC)C=CC(=C1)F (2-[6-(2,4-Difluoro-phenoxy)-quinazolin-2-ylamino]-2-ethyl-propane-1,3-diol). The yield is 47.0%. As a reaction SMILES: Cl[C:2]1[N:11]=[C:10](N)[C:9]2[C:4](=[CH:5][CH:6]=[C:7]([O:13][C:14]3[CH:19]=[CH:18][C:17]([F:20])=[CH:16][C:15]=3[F:21])[CH:8]=2)[N:3]=1.[NH2:22][C:23]([CH2:28][CH3:29])([CH2:26][OH:27])[CH2:24][OH:25].O>CN1C(=O)CCC1>[F:21][C:15]1[CH:16]=[C:17]([F:20])[CH:18]=[CH:19][C:14]=1[O:13][C:7]1[CH:8]=[C:9]2[C:4](=[CH:5][CH:6]=1)[N:3]=[C:2]([NH:22][C:23]([CH2:28][CH3:29])([CH2:26][OH:27])[CH2:24][OH:25])[N:11]=[CH:10]2. Procedure: Compound (1G) (250 mg, 0.85 mmol) and 2-amino-2-ethyl-1,3-propanediol (298 mg, 2.5 mmol) in NMP (0.25 mL) were stirred at 120° C. for 4 h. After cooling to room temperature, the reaction mixture was poured into water and extracted with EtOAc (2×25 mL). The combined organic layers were dried over sodium sulfate and evaporated in vacuo. The crude product was purified by chromatography (silica gel, CH2Cl2:MeOH, 95:5) to afford 150 mg of the above-titled compound (Example 1). Mp=110-112.9° C. MW (M+... RXN SMILES: [CH:1]([CH3:2])([CH3:3])[c:4]1[n:5][n:6]2[c:7]([cH:8][cH:9][cH:10][cH:11]2)[c:12]1[CH:13]([CH:14]([CH3:15])[CH3:16])[OH:17].[cH:18]1[cH:19][cH:20][n:21][cH:22][cH:23]1.[cH:24]1[cH:25][cH:26][cH:27][cH:28][cH:29]1>>[CH:1]([CH3:2])([CH3:3])[c:4]1[n:5][n:6]2[c:7]([cH:8][cH:9][cH:10][cH:11]2)[c:12]1[CH:13]=[C:14]([CH3:15])[CH3:16]. The product is CC(C)=Cc1c(C(C)C)nn2ccccc12. Reactants: CC(C)c1nn2ccccc2c1C(O)C(C)C, c1ccncc1, c1ccccc1. Reactants: C(=O)[O-].[NH4+] (ammonium formate), N(=[N+]=[N-])[C@@H]1[C@@H](C[C@H](CC1)C(=O)OCC)NC(=O)OC(C)(C)C (ethyl (1S,3R,4S)-4-azido-3-[(t-butoxycarbonyl)amino]cyclohexanecarboxylate). Reagents/catalysts: [Pd] (Pd—C). Solvent: C(C)O (ethanol). Reaction conditions: temperature 50 celsius, time 1 hour. Product: C(C(=O)O)(=O)O.N[C@@H]1[C@@H](C[C@H](CC1)C(=O)OCC)NC(=O)OC(C)(C)C (Ethyl (1S,3R,4S)-4-amino-3-t-butoxycarbonylaminocyclohexanecarboxylate oxalate). As a reaction SMILES: [CH:1]([O-:3])=[O:2].[NH4+].[N:5]([C@H:8]1[CH2:13][CH2:12][C@H:11]([C:14]([O:16][CH2:17][CH3:18])=[O:15])[CH2:10][C@H:9]1[NH:19][C:20]([O:22][C:23]([CH3:26])([CH3:25])[CH3:24])=[O:21])=[N+]=[N-]>C(O)C.[Pd]>[C:14]([OH:16])(=[O:15])[C:1]([OH:3])=[O:2].[NH2:5][C@H:8]1[CH2:13][CH2:12][C@H:11]([C:14]([O:16][CH2:17][CH3:18])=[O:15])[CH2:10][C@H:9]1[NH:19][C:20]([O:22][C:23]([CH3:24])([CH3:26])[CH3:25])=[O:21] |f:0.1,5.6|. Procedure: 7.5% Pd—C (100 mg) and ammonium formate (444.1 mg) were added at room temperature to a solution (10 mL) of ethyl (1S,3R,4S)-4-azido-3-[(t-butoxycarbonyl)amino]cyclohexanecarboxylate (1.0 g) in ethanol, followed by stirring at 50° C. for 1 hour. The catalyst was removed by filtration, and the filtrate was concentrated, to thereby yield 911.0 mg of crude ethyl (1S,3R,4S)-4-amino-3-t-butoxycarbonylaminocyclohexanecarboxylate. The crude product was dissolved in ethyl acetate (20 mL), and anhydrous o...